Task: describe an organic reaction: reactants, conditions, products, and yield. Dataset: the Open Reaction Database (ORD), a public repository of structured organic reaction records Yields the product CC1(CC2(C3(CO3)C(CC2C)=O)CC(C1)C)C (6,6,8,10-tetramethyl-1-oxadispiro[2.0.5.3]dodecan-12-one). Procedure: At 0° C., a solution of 4,7,7,9-tetramethyl-1-methylenespiro[4.5]decan-2-one (1.43 g, 6.49 mmol), in CH2Cl2 (10 mL) was added dropwise within 45 min. to a stirred solution of 70% 3-chloroperbenzoic acid (1.76 g, 7.14 mmol) in CH2Cl2 (20 mL). After further stirring at 0° C. for 1 h, the cooling bath was removed, and the reaction mixture stirred for 3 d, with an additional portion of 70% 3-chloroperbenzoic acid (1.76 g, 7.14 mmol) being added after the first and second day. The insoluble material ... The solvent is C(Cl)Cl (CH2Cl2), C(Cl)Cl (CH2Cl2). Run at temperature 0 celsius, time 1 hour. As a reaction SMILES: [CH3:1][CH:2]1[C:6]2([CH2:11][CH:10]([CH3:12])[CH2:9][C:8]([CH3:14])([CH3:13])[CH2:7]2)[C:5](=[CH2:15])[C:4](=[O:16])[CH2:3]1.ClC1C=CC=C(C(OO)=[O:25])C=1>C(Cl)Cl>[CH3:13][C:8]1([CH3:14])[CH2:9][CH:10]([CH3:12])[CH2:11][C:6]2([CH:2]([CH3:1])[CH2:3][C:4](=[O:16])[C:5]32[O:25][CH2:15]3)[CH2:7]1. Starting materials: ClC1=CC(=CC=C1)C(=O)OO (3-chloroperbenzoic acid), CC1CC(C(C12CC(CC(C2)C)(C)C)=C)=O (4,7,7,9-tetramethyl-1-methylenespiro[4.5]decan-2-one), ClC1=CC(=CC=C1)C(=O)OO (3-chloroperbenzoic acid). Yield: 60.6%. The reactants are BrC1=C(C=CC=C1C)I (2-bromo-1-iodo-3-methylbenzene), C(C(C)(C)C)O (neopentyl alcohol), N1=CC=CC2=CC=C3C=CC=NC3=C12 (1,10-phenanthroline), C([O-])([O-])=O.[Cs+].[Cs+] (cesium carbonate). Reagents/catalysts: [Cu]I (copper(I) iodide). Run in C(C)OCC (diethyl ether). Run at temperature 110 celsius. The product is BrC1=C(C=CC=C1OCC(C)(C)C)C (2-Bromo-1-methyl-3-(neopentyloxy)benzene). Reaction SMILES: [Br:1][C:2]1[C:7]([CH3:8])=[CH:6][CH:5]=[CH:4][C:3]=1I.[CH2:10]([OH:15])[C:11]([CH3:14])([CH3:13])[CH3:12].N1C2C(=CC=C3C=2N=CC=C3)C=CC=1.C(=O)([O-])[O-].[Cs+].[Cs+]>[Cu]I.C(OCC)C>[Br:1][C:2]1[C:3]([O:15][CH2:10][C:11]([CH3:14])([CH3:13])[CH3:12])=[CH:4][CH:5]=[CH:6][C:7]=1[CH3:8] |f:3.4.5|. Procedure: A vial was charged with 2-bromo-1-iodo-3-methylbenzene (677 mg, 2.28 mmol), neopentyl alcohol (2.21 g, 25.08 mmol), copper(I) iodide (43.4 mg, 0.228 mmol), 1,10-phenanthroline (82 mg, 0.456 mmol) and cesium carbonate (1.04 mg, 3.19 mmol). The vial was sealed under air atmosphere and heated to 110° C. for 24 h. The reaction mixture was cooled to rt and diethyl ether was added. The suspension was filtered through a pad of silica gel. The solvent was removed under reduced pressure and the remaining... Starting materials: COc1ccc(C(=O)C(F)(F)F)cc1, CC[O-], CCO, [Cl-], [Na+], Fc1ccc(C[P+](c2ccccc2)(c2ccccc2)c2ccccc2)cc1. Reaction SMILES: [CH3:1][O:2][c:3]1[cH:4][cH:5][c:6]([C:9]([C:10]([F:11])([F:12])[F:13])=[O:14])[cH:7][cH:8]1.[CH3:44][CH2:45][O-:46].[CH3:47][CH2:48][OH:49].[Cl-:15].[Na+:43].[c:16]1([P+:17]([c:18]2[cH:19][cH:20][cH:21][cH:22][cH:31]2)([CH2:23][c:24]2[cH:25][cH:26][c:27]([F:30])[cH:28][cH:29]2)[c:32]2[cH:33][cH:34][cH:35][cH:36][cH:37]2)[cH:38][cH:39][cH:40][cH:41][cH:42]1>>[CH3:1][O:2][c:3]1[cH:4][cH:5][c:6]([C:9]([C:10]([F:11])([F:12])[F:13])=[CH:23][c:24]2[cH:25][cH:26][c:27]([F:30])[cH:28][cH:29]2)[cH:7][cH:8]1. Yields the product COc1ccc(C(=Cc2ccc(F)cc2)C(F)(F)F)cc1. The reactants are CN1CCCC1=O, CCN=C=NCCCN(C)C, CCOC(C)=O, Cc1ccc(S(=O)(=O)CC(CS(=O)(=O)c2ccc(C)cc2)C(=O)O)cc1, Cl, Cl, NO. RXN SMILES: [CH3:1][N:2]1[CH2:3][CH2:4][CH2:5][C:6]1=[O:7].[CH3:35][N:36]([CH3:37])[CH2:38][CH2:39][CH2:40][N:41]=[C:42]=[N:43][CH2:44][CH3:45].[CH3:49][CH2:50][O:51][C:52](=[O:53])[CH3:54].[CH3:8][c:9]1[cH:10][cH:11][c:12]([S:15](=[O:16])(=[O:17])[CH2:18][CH:19]([C:20](=[O:21])[OH:22])[CH2:23][S:24](=[O:25])(=[O:26])[c:27]2[cH:28][cH:29][c:30]([CH3:33])[cH:31][cH:32]2)[cH:13][cH:14]1.[ClH:34].[ClH:46].[NH2:47][OH:48]>>[CH3:8][c:9]1[cH:10][cH:11][c:12]([S:15](=[O:16])(=[O:17])[CH2:18][CH:19]([C:20](=[O:22])[NH:47][OH:48])[CH2:23][S:24](=[O:25])(=[O:26])[c:27]2[cH:28][cH:29][c:30]([CH3:33])[cH:31][cH:32]2)[cH:13][cH:14]1. Yields the product Cc1ccc(S(=O)(=O)CC(CS(=O)(=O)c2ccc(C)cc2)C(=O)NO)cc1. The reactants are C(N)(OCCCO)=O (hydroxypropyl carbamate), C(C=C)(=O)OCC (ethyl acrylate). Run at time 160 hour. Yields the product C(C=C)(=O)O.C(N)(OCCCO)=O (Hydroxypropyl Carbamate Acrylate). RXN SMILES: [C:1](=[O:8])([O:3][CH2:4][CH2:5][CH2:6][OH:7])[NH2:2].[C:9]([O:13]CC)(=[O:12])[CH:10]=[CH2:11]>>[C:9]([OH:13])(=[O:12])[CH:10]=[CH2:11].[C:1](=[O:8])([O:3][CH2:4][CH2:5][CH2:6][OH:7])[NH2:2] |f:2.3|. Reported procedure: 250 g (comprising 0.9 mol of hydroxypropyl carbamate) were taken from the output from example 2 with a purity of 52.9%, and admixed with 2010 g (20.08 mol) of ethyl acrylate. At a temperature of 40° C., this mixture was conducted through a second jacketed glass column (length 40 cm, diameter 1.35 cm) charged with 12 ml of lipase (Novozym® 435) with the aid of a pump at a rate of 15 ml/h. The total reaction time was approx. 160 h, and the output in the reservoir vessel, the conversion and the pur... Starting materials: C(C1=CC=C(C(=O)Cl)C=C1)(=O)Cl (terephthaloyl chloride), O (water), NC=1C=C(C(=CC1)C=1C(=CC(=CC1)N)S(=O)(=O)O)S(=O)(=O)O (4,4′-diamino-2,2′-biphenyldisulfonic acid), PEG 200 dioleate, C([O-])([O-])=O.[Na+].[Na+] (sodium carbonate), carbonate salt, C(C1=CC=C(C(=O)Cl)C=C1)(=O)Cl (terephthaloyl chloride). Solvent: C(C)O (ethanol), C(Cl)(Cl)Cl (chloroform), C(Cl)(Cl)Cl (chloroform), C(Cl)(Cl)Cl (chloroform), C(Cl)(Cl)Cl (chloroform). Yields the product NC=1C=C(C(=CC1)C=1C(=CC(=CC1)N)S(=O)(=O)O)S(=O)(=O)O.C1(=CC=C(C=C1)C(=O)Cl)C(=O)Cl (4,4′-diamino-2,2′-biphenyldisulfonic Acid benzene-1,4-dicarbonyl Chloride). Yield: 89.2%. As a reaction SMILES: O.C(=O)([O-])[O-].[Na+].[Na+].[NH2:8][C:9]1[CH:10]=[C:11]([S:26]([OH:29])(=[O:28])=[O:27])[C:12]([C:15]2[C:16]([S:22]([OH:25])(=[O:24])=[O:23])=[CH:17][C:18]([NH2:21])=[CH:19][CH:20]=2)=[CH:13][CH:14]=1.[C:30]([Cl:41])(=[O:40])[C:31]1[CH:39]=[CH:38][C:34]([C:35]([Cl:37])=[O:36])=[CH:33][CH:32]=1>C(Cl)(Cl)Cl.C(O)C>[NH2:8][C:9]1[CH:10]=[C:11]([S:26]([OH:29])(=[O:28])=[O:27])[C:12]([C:15]2[C:16]([S:22]([OH:25])(=[O:24])=[O:23])=[CH:17][C:18]([NH2:21])=[CH:19][CH:20]=2)=[CH:13][CH:14]=1.[C:34]1([C:35]([Cl:37])=[O:36])[CH:33]=[CH:32][C:31]([C:30]([Cl:41])=[O:40])=[CH:39][CH:38]=1 |f:1.2.3,8.9|. Reported procedure: Into a 1-L fluted round-bottom flask equipped with a mechanical stirring shaft, is placed 250 ml of deionized water and 7.95 g of sodium carbonate. The mixture is stirred until the carbonate salt dissolves. Then, 7.641 g of 4,4′-diamino-2,2′-biphenyldisulfonic acid (DABS, 85%) is added, and the mixture is stirred until a homogeneous solution is obtained. A solution containing 2.00 g of PEG 200 dioleate surfactant dissolved in 100 ml of purified chloroform is prepared and set aside. Another solut... Reactants: NCC(=O)N1C2=C(N(C([C@@H]3[C@H]1CCC3)=O)CC3=CC=CC=C3)C=CC=C2 ((3aR*,10aS*)-4-(aminoacetyl)-9-benzyl-2,3,3a,4,9,10a-hexahydrobenzo[b]cyclopenta [e][1,4]diazepin-10(1H)-one), C1(\C=C/C(=O)O1)=O (maleic anhydride), CCCCCC (hexane). The solvent is C=1(C(=CC=CC1)C)C (xylene). Product: C(C1=CC=CC=C1)N1C2=C(N([C@H]3[C@@H](C1=O)CCC3)C(CNC(=O)\C=C/C(=O)O)=O)C=CC=C2 ((Z)-3-(2-((3aR*,10aS*)-9-Benzyl-10-oxo-1,2,3,3a,4,9, 10,10a-octahydrobenzo[b]cyclopenta [e][1,4]diazepin-4-yl)-2-oxoethylcarbamoyl)acrylic acid). Isolated yield 78.2%. RXN SMILES: [NH2:1][CH2:2][C:3]([N:5]1[C@@H:11]2[CH2:12][CH2:13][CH2:14][C@@H:10]2[C:9](=[O:15])[N:8]([CH2:16][C:17]2[CH:22]=[CH:21][CH:20]=[CH:19][CH:18]=2)[C:7]2[CH:23]=[CH:24][CH:25]=[CH:26][C:6]1=2)=[O:4].[C:27]1(=[O:33])[O:32][C:30](=[O:31])[CH:29]=[CH:28]1.CCCCCC>C1(C)C(C)=CC=CC=1>[CH2:16]([N:8]1[C:9](=[O:15])[C@H:10]2[CH2:14][CH2:13][CH2:12][C@H:11]2[N:5]([C:3](=[O:4])[CH2:2][NH:1][C:27](/[CH:28]=[CH:29]\[C:30]([OH:32])=[O:31])=[O:33])[C:6]2[CH:26]=[CH:25][CH:24]=[CH:23][C:7]1=2)[C:17]1[CH:18]=[CH:19][CH:20]=[CH:21][CH:22]=1. Procedure: A mixture of (3aR*,10aS*)-4-(aminoacetyl)-9-benzyl-2,3,3a,4,9,10a-hexahydrobenzo[b]cyclopenta [e][1,4]diazepin-10(1H)-one (420 mg, 1.2 mmol) and maleic anhydride (118 mg, 1.2 mmol) was stirred for 30 minutes in xylene at 140° C. The reaction mixture was left standing for cooling at room temperature, to which was added hexane (5 mL). The resulting solid was collected by filtration, which was recrystallized from chloroform-ethanol-diethyl ether to give 420 mg (yield 78%) of the titled compound, m.... Starting materials: C(#N)C=C1CN(C1)C(=O)OC(C)(C)C (tert-Butyl 3-(cyanomethylene)azetidine-1-carboxylate). The reagents and catalysts are [C].[Pd] (palladium-carbon). Run in CO (methanol), O1CCOCC1 (1,4-dioxane). Product: C(#N)CC1CN(C1)C(=O)OC(C)(C)C (tert-Butyl 3-(cyanomethyl)azetidine-1-carboxylate). Yield: 79.0%. As a reaction SMILES: [C:1]([CH:3]=[C:4]1[CH2:7][N:6]([C:8]([O:10][C:11]([CH3:14])([CH3:13])[CH3:12])=[O:9])[CH2:5]1)#[N:2]>CO.O1CCOCC1.[C].[Pd]>[C:1]([CH2:3][CH:4]1[CH2:7][N:6]([C:8]([O:10][C:11]([CH3:14])([CH3:13])[CH3:12])=[O:9])[CH2:5]1)#[N:2] |f:3.4|. Procedure: tert-Butyl 3-(cyanomethylene)azetidine-1-carboxylate (823 mg, 4.24 mmol) in a mixture of methanol (20 mL) and 1,4-dioxane (10 mL) was stirred with 5% palladium-carbon (129 mg) for one day under a hydrogen atmosphere. The reaction mixture was filtered, and the filtrate was concentrated under reduced pressure. The resulting residue was purified by silica gel column chromatography (hexane/ethyl acetate=1/1 (v/v)) to give the title compound as a colorless oil (657 mg, yield 79%). Yields the product NCC(=O)C=1C=NC(=CC1)[N+](=O)[O-] (2-amino-1-(6-nitropyridin-3-yl)ethanone). Reported procedure: A solution of 1.549 g (6.322 mmol) of 2-bromo-1-(6-nitropyridin-3-yl)ethanone in 25 cm3 of chlorobenzene is added at a temperature in the region of 20° C. to a solution of 0.975 g (6.954 mmol) of hexamethylenetetraamine in 10 cm3 of chlorobenzene. After stirring for 1 hour at this temperature, the suspension is heated for 18 hours at 50° C. The reaction medium is then cooled to 5° C. and then diluted with 200 cm3 of ethyl ether. The precipitate thus obtained is filtered and washed with three tim... Reaction SMILES: Br[CH2:2][C:3]([C:5]1[CH:6]=[N:7][C:8]([N+:11]([O-:13])=[O:12])=[CH:9][CH:10]=1)=[O:4].C1N2CN3CN(C2)C[N:15]1C3>ClC1C=CC=CC=1.C(OCC)C>[NH2:15][CH2:2][C:3]([C:5]1[CH:6]=[N:7][C:8]([N+:11]([O-:13])=[O:12])=[CH:9][CH:10]=1)=[O:4]. The solvent is ClC1=CC=CC=C1 (chlorobenzene), ClC1=CC=CC=C1 (chlorobenzene), C(C)OCC (ethyl ether). Conditions: temperature 50 celsius, time 1 hour. Starting materials: BrCC(=O)C=1C=NC(=CC1)[N+](=O)[O-] (2-bromo-1-(6-nitropyridin-3-yl)ethanone), C1N2CN3CN1CN(C2)C3 (hexamethylenetetraamine). The yield is 91.7%. The reactants are Cl.CN(CCCN=C=NCC)C (1-(3′-dimethylaminopropyl)-3-ethylcarbodiimide hydrochloride), CN(C)C=O (DMF), CN1C(=C(C2=CC=CC=C12)C)C(=O)O (1,3-dimethylindole-2-carboxylic acid), N[C@@H](C(C)C)C(=O)NC(CC(=O)OC(C)(C)C)C(CF)O (N-(valinyl)-3-amino-4-hydroxy-5-fluoropentanoic acid, t-butyl ester), C(Cl)Cl (methylene chloride). The reagents and catalysts are CN(C1=CC=NC=C1)C (4-Dimethylaminopyridine). Run at temperature 0 celsius, time 10 minute. Yields the product CN1C(=C(C2=CC=CC=C12)C)C(=O)N[C@@H](C(C)C)C(=O)C(C(=O)OC(C)(C)C)C(C(CF)O)N ([(1,3-Dimethylindole-2-Carbonyl)Valinyl]-3-Amino-4-Hydroxy-5-Fluoropentanoic Acid, t-Butyl Ester). Yield: 56.0%. RXN SMILES: Cl.CN(C)[CH2:4][CH2:5][CH2:6][N:7]=C=NCC.CN([CH:16]=[O:17])C.[CH3:18][N:19]1[C:27]2[C:22](=[CH:23][CH:24]=[CH:25][CH:26]=2)[C:21]([CH3:28])=[C:20]1[C:29]([OH:31])=O.N[C@H](C([NH:39][CH:40]([CH:49]([OH:52])[CH2:50][F:51])[CH2:41][C:42]([O:44][C:45]([CH3:48])([CH3:47])[CH3:46])=[O:43])=O)C(C)C.[CH2:53](Cl)Cl>CN(C)C1C=CN=CC=1>[CH3:18][N:19]1[C:27]2[C:22](=[CH:23][CH:24]=[CH:25][CH:26]=2)[C:21]([CH3:28])=[C:20]1[C:29]([NH:7][C@H:6]([C:16]([CH:41]([CH:40]([NH2:39])[CH:49]([OH:52])[CH2:50][F:51])[C:42]([O:44][C:45]([CH3:46])([CH3:47])[CH3:48])=[O:43])=[O:17])[CH:5]([CH3:53])[CH3:4])=[O:31] |f:0.1|. Reported procedure: 4-Dimethylaminopyridine (DMAP) (67 mg, 0.55 mmol) and 1-(3′-dimethylaminopropyl)-3-ethylcarbodiimide hydrochloride (EDAC) (125 mg, 0.65 mmol) were added as solids to a DMF solution of 1,3-dimethylindole-2-carboxylic acid (95 mg, 0.5 mmol in 1 mL of DMF), and the resultant reaction mixture was stirred for 10 minutes under a nitrogen atmosphere at 0° C. A methylene chloride solution of N-(valinyl)-3-amino-4-hydroxy-5-fluoropentanoic acid, t-butyl ester (153 mg, 0.5 mmol in 1 mL of methylene chlori...